Dataset: the Open Reaction Database (ORD), a public repository of structured organic reaction records. Task: describe an organic reaction: reactants, conditions, products, and yield Yields the product COCC(=O)Nc1nc2cccc(-c3ccoc3)n2n1. The reactants are COCC(=O)Cl, Nc1nc2cccc(-c3ccoc3)n2n1. Reaction SMILES: [CH3:16][O:17][CH2:18][C:19](=[O:20])[Cl:21].[o:1]1[cH:2][c:3](-[c:6]2[cH:7][cH:8][cH:9][c:10]3[n:11]2[n:12][c:13]([NH2:15])[n:14]3)[cH:4][cH:5]1>>[o:1]1[cH:2][c:3](-[c:6]2[cH:7][cH:8][cH:9][c:10]3[n:11]2[n:12][c:13]([NH:15][C:19]([CH2:18][O:17][CH3:16])=[O:20])[n:14]3)[cH:4][cH:5]1.